Dataset: the Open Reaction Database (ORD), a public repository of structured organic reaction records. Task: describe an organic reaction: reactants, conditions, products, and yield Starting materials: C(CCC)[Li] (n-butyllithium), ClC=1C=C(C=O)C=C(C1)Cl (3,5-dichlorobenzaldehyde), [Cl-].[NH4+] (ammonium chloride), C(C1=CC=CC=C1)OCC=1NC(=C(N1)C(C)C)I (2-benzyloxymethyl-5-iodo-4-isopropylimidazole). Run in CCCCCC (hexane), O1CCCC1 (tetrahydrofuran), O1CCCC1 (tetrahydrofuran). Conditions: time 5 minute. The product is C(C1=CC=CC=C1)OCC1=NC(=C(N1C)C(O)C1=CC(=CC(=C1)Cl)Cl)C(C)C ([2-benzyloxymethyl-5-isopropyl-3-methyl-3H-imidazol-4-yl]-(3,5-dichlorophenyl)-methanol). Yield: 33.4%. RXN SMILES: [CH2:1]([O:8][CH2:9][C:10]1[NH:11][C:12](I)=[C:13]([CH:15]([CH3:17])[CH3:16])[N:14]=1)[C:2]1[CH:7]=[CH:6][CH:5]=[CH:4][CH:3]=1.[CH2:19]([Li])CCC.[Cl:24][C:25]1[CH:26]=[C:27]([CH:30]=[C:31]([Cl:33])[CH:32]=1)[CH:28]=[O:29].[Cl-].[NH4+]>O1CCCC1.CCCCCC>[CH2:1]([O:8][CH2:9][C:10]1[N:11]([CH3:19])[C:12]([CH:28]([C:27]2[CH:26]=[C:25]([Cl:24])[CH:32]=[C:31]([Cl:33])[CH:30]=2)[OH:29])=[C:13]([CH:15]([CH3:17])[CH3:16])[N:14]=1)[C:2]1[CH:7]=[CH:6][CH:5]=[CH:4][CH:3]=1 |f:3.4|. Procedure: In 30 ml of dry tetrahydrofuran was dissolved 3.31 g (8.94 mmol)of 2-benzyloxymethyl-5-iodo-4-isopropyl-1-methylimidazole (4c), followed by addition of 5.78 ml (9.83 mmol)of n-butyllithium (1.70 M hexane solution)at -70° C. over 30 minutes. Then, after 5 minutes, a solution of 1.56 g (8.91 g)of 3,5-dichlorobenzaldehyde dissolved in 10 ml of dry tetrahydrofuran was added at -70° C. over 30 minutes. After 1 hour, the mixture was left to cool to room temperature, and an aqueous solution of ammonium... The reactants are FC(C1=CC=C(C(C2=CC=C(C=C2)OCC2=CC=CC=C2)(O)CC)C=C1)(F)F (4-trifluoromethyl-4'-benzyloxy-α-ethyl-benzhydrol), [H][H] (hydrogen). Reagents/catalysts: [Pd] (palladium-on-charcoal). Product: FC(C1=CC=C(C(C2=CC=C(C=C2)O)(O)CC)C=C1)(F)F (4-Trifluoromethyl-4'-hydroxy-α-ethyl-benzhydrol). As a reaction SMILES: [F:1][C:2]([F:28])([F:27])[C:3]1[CH:26]=[CH:25][C:6]([C:7]([CH2:23][CH3:24])([OH:22])[C:8]2[CH:13]=[CH:12][C:11]([O:14]CC3C=CC=CC=3)=[CH:10][CH:9]=2)=[CH:5][CH:4]=1.[H][H]>[Pd].C1C=CC=CC=1>[F:1][C:2]([F:27])([F:28])[C:3]1[CH:26]=[CH:25][C:6]([C:7]([CH2:23][CH3:24])([OH:22])[C:8]2[CH:9]=[CH:10][C:11]([OH:14])=[CH:12][CH:13]=2)=[CH:5][CH:4]=1. Procedure details: of 4-trifluoromethyl-4'-benzyloxy-α-ethyl-benzhydrol are dissolved in 270 ml. of benzene, and the solution is hydrogenated in the presence of 13.5 g. of a 10% palladium-on-charcoal catalyst. When the uptake of the calculated amount of hydrogen is complete (about 80 minutes), the catalyst is filtered off, benzene is distilled off under reduced pressure, and the residue is crystallized from a mixture of ethyl acetate and n-hexane. 19 g. of the named compound are obtained, melting at 126° to 127° C... Solvent: C1=CC=CC=C1 (benzene). Reactants: CC(C)c1onc(COC2CCCC2)c1CO, ClCCl, CC(C)OC(=O)N=NC(=O)OC(C)C, COC(=O)c1ccc2cc(-c3ccc(O)cc3)ccc2n1, c1ccc(P(c2ccccc2)c2ccccc2)cc1. Product: COC(=O)c1ccc2cc(-c3ccc(OCc4c(COC5CCCC5)noc4C(C)C)cc3)ccc2n1. As a reaction SMILES: [CH:1]1([O:6][CH2:7][c:8]2[n:9][o:10][c:11]([CH:15]([CH3:16])[CH3:17])[c:12]2[CH2:13][OH:14])[CH2:2][CH2:3][CH2:4][CH2:5]1.[Cl:72][CH2:73][Cl:74].[O:58]=[C:59]([O:60][CH:61]([CH3:62])[CH3:63])[N:64]=[N:65][C:66]([O:67][CH:68]([CH3:69])[CH3:70])=[O:71].[OH:18][c:19]1[cH:20][cH:21][c:22](-[c:25]2[cH:26][c:27]3[cH:28][cH:29][c:30]([C:35](=[O:36])[O:37][CH3:38])[n:31][c:32]3[cH:33][cH:34]2)[cH:23][cH:24]1.[c:39]1([P:40]([c:41]2[cH:42][cH:43][cH:44][cH:45][cH:46]2)[c:47]2[cH:48][cH:49][cH:50][cH:51][cH:52]2)[cH:53][cH:54][cH:55][cH:56][cH:57]1>>[CH:1]1([O:6][CH2:7][c:8]2[n:9][o:10][c:11]([CH:15]([CH3:16])[CH3:17])[c:12]2[CH2:13][O:14][c:19]2[cH:20][cH:21][c:22](-[c:25]3[cH:26][c:27]4[cH:28][cH:29][c:30]([C:35](=[O:36])[O:37][CH3:38])[n:31][c:32]4[cH:33][cH:34]3)[cH:23][cH:24]2)[CH2:2][CH2:3][CH2:4][CH2:5]1. Reactants: O=C([O-])[O-], Cc1nc(N2CCc3ccccc3CC2)c(C#N)c(=O)[nH]1, CC1(C)OCC(CO)O1, CN(C)C=O, [K+], [K+], Cc1ccc(S(=O)(=O)O)cc1. Product: Cc1nc(N2CCc3ccccc3CC2)c(C#N)c(=O)n1CC1COC(C)(C)O1. RXN SMILES: [C:42](=[O:43])([O-:44])[O-:45].[CH3:1][c:2]1[nH:3][c:4](=[O:21])[c:5]([C:19]#[N:20])[c:6]([N:8]2[CH2:9][CH2:10][c:11]3[c:12]([cH:15][cH:16][cH:17][cH:18]3)[CH2:13][CH2:14]2)[n:7]1.[CH3:33][C:34]1([CH3:41])[O:35][CH2:36][CH:37]([CH2:39][OH:40])[O:38]1.[CH3:48][N:49]([CH3:50])[CH:51]=[O:52].[K+:46].[K+:47].[c:22]1([CH3:23])[cH:24][cH:25][c:26]([S:27]([OH:28])(=[O:29])=[O:30])[cH:31][cH:32]1>>[CH3:1][c:2]1[n:3]([CH2:39][CH:37]2[CH2:36][O:35][C:34]([CH3:33])([CH3:41])[O:38]2)[c:4](=[O:21])[c:5]([C:19]#[N:20])[c:6]([N:8]2[CH2:9][CH2:10][c:11]3[c:12]([cH:15][cH:16][cH:17][cH:18]3)[CH2:13][CH2:14]2)[n:7]1. Starting materials: BrC=1C(=NC(=NC1)Cl)OC (5-bromo-2-chloro-4-methoxypyrimidine), [I-].[Na+] (sodium iodide). The solvent is I (HI). Conditions: temperature 40 celsius, time 16 hour. Product: BrC=1C(=NC(=NC1)I)OC (5-bromo-2-iodo-4-methoxypyrimidine). Isolated yield 15.6%. RXN SMILES: [Br:1][C:2]1[C:3]([O:9][CH3:10])=[N:4][C:5](Cl)=[N:6][CH:7]=1.[I-:11].[Na+]>I>[Br:1][C:2]1[C:3]([O:9][CH3:10])=[N:4][C:5]([I:11])=[N:6][CH:7]=1 |f:1.2|. Reported procedure: Prepared using General Procedure 16: To a stirred solution of 5-bromo-2-chloro-4-methoxypyrimidine (100 mg, 0.447 mmol) in 57% aq. HI (1.0 mL) was added sodium iodide (125 mg, 0.838 mmol). The reaction mixture was stirred at 40° C. for 16 h, cooled, then quenched with NaHCO3 (5 mL) and extracted with EA (3×5 mL). The combined organics were washed with brine, dried over MgSO4 and concentrated to afford 22.0 mg (16%) of 5-bromo-2-iodo-4-methoxypyrimidine as an off-white solid. LCMS-ESI (m/z) calcu... Reactants: C(#N)C1=CC=C(COC2=CC(=C(C=C2)[N+](=O)[O-])[N+](=O)[O-])C=C1 (1-(4-cyanobenzyl)oxy-3,4-dinitrobenzene), C1(CC1)NC(=O)C1=CC=C(C=O)C=C1 (4-(cyclopropylaminocarbonyl)benzaldehyde). The product is C(#N)C1=CC=C(COC=2C=CC3=C(NC(=N3)C3=CC=C(C(=O)NC4CC4)C=C3)C2)C=C1 (4-(6-((4-Cyanobenzyl)oxy)-1H-benzo[d]imidazol-2-yl)-N-cyclopropylbenzamide). RXN SMILES: [C:1]([C:3]1[CH:22]=[CH:21][C:6]([CH2:7][O:8][C:9]2[CH:14]=[CH:13][C:12]([N+:15]([O-])=O)=[C:11]([N+:18]([O-])=O)[CH:10]=2)=[CH:5][CH:4]=1)#[N:2].[CH:23]1([NH:26][C:27]([C:29]2[CH:36]=[CH:35][C:32]([CH:33]=O)=[CH:31][CH:30]=2)=[O:28])[CH2:25][CH2:24]1>>[C:1]([C:3]1[CH:22]=[CH:21][C:6]([CH2:7][O:8][C:9]2[CH:14]=[CH:13][C:12]3[N:15]=[C:33]([C:32]4[CH:31]=[CH:30][C:29]([C:27]([NH:26][CH:23]5[CH2:25][CH2:24]5)=[O:28])=[CH:36][CH:35]=4)[NH:18][C:11]=3[CH:10]=2)=[CH:5][CH:4]=1)#[N:2]. Procedure: Compound 669 was prepared according to the procedure similar to that described in Scheme III from 1-(4-cyanobenzyl)oxy-3,4-dinitrobenzene and 4-(cyclopropylaminocarbonyl)benzaldehyde. [M+H]+ calcd for C25H20N4O2: 409.16; found: 409.04. The reactants are Cl, [NH4+], O=S(=O)(c1ccc2c(c1)C1(OCCCO1)C1=NCCCN12)N1CCCC1COc1ccccc1, C1COCCO1, [OH-]. Yields the product O=C1C2=NCCCN2c2ccc(S(=O)(=O)N3CCCC3COc3ccccc3)cc21. Reaction SMILES: [ClH:1].[NH4+:37].[O:2]([c:3]1[cH:4][cH:5][cH:6][cH:7][cH:8]1)[CH2:9][CH:10]1[N:11]([S:15](=[O:16])(=[O:17])[c:18]2[cH:19][c:20]3[c:21]([cH:22][cH:23]2)[N:24]2[C:25](=[N:26][CH2:27][CH2:28][CH2:29]2)[C:30]32[O:31][CH2:35][CH2:34][CH2:33][O:32]2)[CH2:12][CH2:13][CH2:14]1.[O:38]1[CH2:39][CH2:40][O:41][CH2:42][CH2:43]1.[OH-:36]>>[O:2]([c:3]1[cH:4][cH:5][cH:6][cH:7][cH:8]1)[CH2:9][CH:10]1[N:11]([S:15](=[O:16])(=[O:17])[c:18]2[cH:19][c:20]3[c:21]([cH:22][cH:23]2)[N:24]2[C:25](=[N:26][CH2:27][CH2:28][CH2:29]2)[C:30]3=[O:31])[CH2:12][CH2:13][CH2:14]1.